From a dataset of the Open Reaction Database (ORD), a public repository of structured organic reaction records. describe an organic reaction: reactants, conditions, products, and yield Reactants: NCCCCN(C1=CC=CC=C1)C (N-(4-Aminobutyl)-N-methylaniline), C1(\C=C/C(=O)O1)=O (maleic anhydride). Run in ClCCl (dichloromethane). Run at time 2 hour. Product: C1(C=CC(N1CCCCN(C1=CC=CC=C1)C)=O)=O (N-(4-Maleimidobutyl)-N-methylaniline). Isolated yield 19.2%. Reaction SMILES: [NH2:1][CH2:2][CH2:3][CH2:4][CH2:5][N:6]([CH3:13])[C:7]1[CH:12]=[CH:11][CH:10]=[CH:9][CH:8]=1.[C:14]1(=O)[O:19][C:17](=[O:18])[CH:16]=[CH:15]1>ClCCl>[C:14]1(=[O:19])[N:1]([CH2:2][CH2:3][CH2:4][CH2:5][N:6]([CH3:13])[C:7]2[CH:12]=[CH:11][CH:10]=[CH:9][CH:8]=2)[C:17](=[O:18])[CH:16]=[CH:15]1. Procedure: N-(4-Aminobutyl)-N-methylaniline (7.2 g) was dissolved in dichloromethane (70 ml) and maleic anhydride (4 g) was added thereto. The mixture was stirred at room temperature for 2 hours. The solvent was distilled off and then acetic anhydride (10 ml) was added. The resulting mixture was stirred at 100° C. for 5 hours. After concentration, an aqueous sodium bicarbonate was added to the residue to neutralize it. The mixture was extracted with ethyl acetate. The organic layer was washed with saturate...